This data is from the Open Reaction Database (ORD), a public repository of structured organic reaction records. The task is: describe an organic reaction: reactants, conditions, products, and yield Starting materials: O=C([O-])[O-], C1COCCO1, Cc1ccccc1, CCOC(=O)CC1CCc2cc(OCCCOc3ccc(I)cc3)ccc21, [Na+], [Na+], OB(O)c1ccsc1. Product: CCOC(=O)CC1CCc2cc(OCCCOc3ccc(-c4ccsc4)cc3)ccc21. RXN SMILES: [C:42](=[O:43])([O-:44])[O-:45].[CH2:36]1[O:37][CH2:38][CH2:39][O:40][CH2:41]1.[CH3:48][c:49]1[cH:50][cH:51][cH:52][cH:53][cH:54]1.[I:9][c:10]1[cH:11][cH:12][c:13]([O:14][CH2:15][CH2:16][CH2:17][O:18][c:19]2[cH:20][c:21]3[c:25]([cH:26][cH:27]2)[CH:24]([CH2:28][C:29](=[O:30])[O:31][CH2:32][CH3:33])[CH2:23][CH2:22]3)[cH:34][cH:35]1.[Na+:46].[Na+:47].[s:1]1[cH:2][c:3]([B:6]([OH:7])[OH:8])[cH:4][cH:5]1>>[s:1]1[cH:2][c:3](-[c:10]2[cH:11][cH:12][c:13]([O:14][CH2:15][CH2:16][CH2:17][O:18][c:19]3[cH:20][c:21]4[c:25]([cH:26][cH:27]3)[CH:24]([CH2:28][C:29](=[O:30])[O:31][CH2:32][CH3:33])[CH2:23][CH2:22]4)[cH:34][cH:35]2)[cH:4][cH:5]1. Reactants: COc1ccc(C(=O)O)cc1C=Cc1ccc(OC(F)(F)F)cc1, NC1CCCC1. The product is COc1ccc(C(=O)NC2CCCC2)cc1C=Cc1ccc(OC(F)(F)F)cc1. As a reaction SMILES: [CH3:1][O:2][c:3]1[c:4]([CH:12]=[CH:13][c:14]2[cH:15][cH:16][c:17]([O:20][C:21]([F:22])([F:23])[F:24])[cH:18][cH:19]2)[cH:5][c:6]([C:7](=[O:8])[OH:9])[cH:10][cH:11]1.[CH:25]1([NH2:30])[CH2:26][CH2:27][CH2:28][CH2:29]1>>[CH3:1][O:2][c:3]1[c:4]([CH:12]=[CH:13][c:14]2[cH:15][cH:16][c:17]([O:20][C:21]([F:22])([F:23])[F:24])[cH:18][cH:19]2)[cH:5][c:6]([C:7](=[O:8])[NH:30][CH:25]2[CH2:26][CH2:27][CH2:28][CH2:29]2)[cH:10][cH:11]1. The reactants are COc1ccc(CNc2nc3cc(N(C)c4ccnc(Cl)n4)ccc3n2C)cc1, Nc1cccc(S(N)(=O)=O)c1. The product is Cl, COc1ccc(CNc2nc3cc(N(C)c4ccnc(Nc5cccc(S(N)(=O)=O)c5)n4)ccc3n2C)cc1. Reaction SMILES: [Cl:1][c:2]1[n:3][cH:4][cH:5][c:6]([N:8]([c:9]2[cH:10][c:11]3[c:12]([n:13]([CH3:26])[c:14]([NH:16][CH2:17][c:18]4[cH:19][cH:20][c:21]([O:24][CH3:25])[cH:22][cH:23]4)[n:15]3)[cH:27][cH:28]2)[CH3:29])[n:7]1.[NH2:30][c:31]1[cH:32][c:33]([S:37](=[O:38])(=[O:39])[NH2:40])[cH:34][cH:35][cH:36]1>>[ClH:1].[c:2]1([NH:30][c:31]2[cH:32][c:33]([S:37](=[O:38])(=[O:39])[NH2:40])[cH:34][cH:35][cH:36]2)[n:3][cH:4][cH:5][c:6]([N:8]([c:9]2[cH:10][c:11]3[c:12]([n:13]([CH3:26])[c:14]([NH:16][CH2:17][c:18]4[cH:19][cH:20][c:21]([O:24][CH3:25])[cH:22][cH:23]4)[n:15]3)[cH:27][cH:28]2)[CH3:29])[n:7]1. The reactants are C[Al](C)C (Trimethylaluminium), FC=1C=CC(=NC1)N (5-fluoropyridin-2-amine), O[C@H](C(=O)OC)CO[C@@H](CO[Si](C(C)C)(C(C)C)C(C)C)C ((S)-Methyl 2-hydroxy-3-((R)-1-(triisopropylsilyloxy)propan-2-yloxy)propanoate). Run in C1(=CC=CC=C1)C (toluene), C1(=CC=CC=C1)C (toluene). Conditions: temperature 0 celsius, time 20 minute. The product is FC=1C=CC(=NC1)NC([C@H](CO[C@H](CO[Si](C(C)C)(C(C)C)C(C)C)C)O)=O ((S)—N-(5-fluoropyridin-2-yl)-2-hydroxy-3-((S)-1-(triisopropylsilyloxy)propan-2-yloxy)propanamide). Isolated yield 75.1%. As a reaction SMILES: C[Al](C)C.[F:5][C:6]1[CH:7]=[CH:8][C:9]([NH2:12])=[N:10][CH:11]=1.[OH:13][C@@H:14]([CH2:19][O:20][C@H:21]([CH3:34])[CH2:22][O:23][Si:24]([CH:31]([CH3:33])[CH3:32])([CH:28]([CH3:30])[CH3:29])[CH:25]([CH3:27])[CH3:26])[C:15](OC)=[O:16]>C1(C)C=CC=CC=1>[F:5][C:6]1[CH:7]=[CH:8][C:9]([NH:12][C:15](=[O:16])[C@@H:14]([OH:13])[CH2:19][O:20][C@@H:21]([CH3:34])[CH2:22][O:23][Si:24]([CH:28]([CH3:30])[CH3:29])([CH:25]([CH3:26])[CH3:27])[CH:31]([CH3:32])[CH3:33])=[N:10][CH:11]=1. Procedure details: Trimethylaluminium (5.98 mL, 11.96 mmol) was added to 5-fluoropyridin-2-amine (1.340 g, 11.96 mmol) in toluene (20 mL) cooled to 0° C. under nitrogen. The resulting solution was stirred at 0° C. for 20 minutes. (S)-Methyl 2-hydroxy-3-((R)-1-(triisopropylsilyloxy)propan-2-yloxy)propanoate (Intermediate AU5) (2 g, 5.98 mmol) in toluene (6 mL) was added and the reaction was allowed to warm to room temperature and then refluxed for 6 hours. The reaction mixture was allowed to cool and concentrated i... The reactants are CC1=CC=C(C=C1)O (4-methylphenol), ClCCCC(=O)Cl (4-chlorobutyryl chloride), Cl (hydrogen chloride). Solvent: C=1(C(=CC=CC1)C)C (xylene). Reaction conditions: temperature 130 celsius. The product is ClCCCC(=O)OC1=CC=C(C=C1)C (4-methylphenyl 4-chlorobutyrate). The yield is 95.1%. As a reaction SMILES: [CH3:1][C:2]1[CH:7]=[CH:6][C:5]([OH:8])=[CH:4][CH:3]=1.[Cl:9][CH2:10][CH2:11][CH2:12][C:13](Cl)=[O:14].Cl>C1(C)C(C)=CC=CC=1>[Cl:9][CH2:10][CH2:11][CH2:12][C:13]([O:8][C:5]1[CH:6]=[CH:7][C:2]([CH3:1])=[CH:3][CH:4]=1)=[O:14]. Reported procedure: A mixture of 4-methylphenol (54 g) and 4-chlorobutyryl chloride (77.5 g) was dissolved in xylene (250 ml). The mixture was heated gently until, at about 130° C., a vigorous reaction occurred. After the reaction had subsided, the mixture was heated at reflux for approximately 40 minutes, until the evolution of hydrogen chloride had ceased. The xylene was then removed in vacuo, and the residue was distilled to give 4-methylphenyl 4-chlorobutyrate (101 g), b.p. 116°-118° C./0.2 mm Hg. Procedure: Following the procedure of Example 11, 4-(2,4-dichlorophenoxy)-1,2-dinitrobenzene is reacted with dimethyl methylphosphonite to give methyl P-methyl-2-nitro-5-(2,4-dichloro-phenoxy)phenylphosphinate, m/s 376 (M+). RXN SMILES: [Cl:1][C:2]1[CH:20]=[C:19]([Cl:21])[CH:18]=[CH:17][C:3]=1[O:4][C:5]1[CH:10]=[CH:9][C:8]([N+:11]([O-:13])=[O:12])=[C:7]([N+]([O-])=O)[CH:6]=1.[CH3:22][P:23]([O:26]C)[O:24][CH3:25]>>[CH3:22][P:23]([C:7]1[CH:6]=[C:5]([O:4][C:3]2[CH:17]=[CH:18][C:19]([Cl:21])=[CH:20][C:2]=2[Cl:1])[CH:10]=[CH:9][C:8]=1[N+:11]([O-:13])=[O:12])(=[O:26])[O:24][CH3:25]. The reactants are ClC1=C(OC2=CC(=C(C=C2)[N+](=O)[O-])[N+](=O)[O-])C=CC(=C1)Cl (4-(2,4-dichlorophenoxy)-1,2-dinitrobenzene), CP(OC)OC (dimethyl methylphosphonite). Yields the product CP(OC)(=O)C1=C(C=CC(=C1)OC1=C(C=C(C=C1)Cl)Cl)[N+](=O)[O-] (methyl P-methyl-2-nitro-5-(2,4-dichloro-phenoxy)phenylphosphinate).